This data is from the Open Reaction Database (ORD), a public repository of structured organic reaction records. The task is: describe an organic reaction: reactants, conditions, products, and yield Starting materials: C(C)OC(=O)C=1NC2=CC=CC=C2C1CC1=CC=CC2=CC=CC=C12 (3-naphthalen-1-ylmethyl-1H-indole-2-carboxylic acid ethyl ester), [H-].[Na+] (NaH), BrCCOC (1-Bromo-2-methoxy-ethane). Solvent: CN(C=O)C (dimethylformamide). Conditions: temperature 22 celsius, time 30 minute. Yields the product C(C)OC(=O)C=1N(C2=CC=CC=C2C1CC1=CC=CC2=CC=CC=C12)CCOC (1-(2-methoxy-ethyl)-3-naphthalen-1-ylmethyl-1H-indole-2-carboxylic acid ethyl ester). Reaction SMILES: [CH2:1]([O:3][C:4]([C:6]1[NH:7][C:8]2[C:13]([C:14]=1[CH2:15][C:16]1[C:25]3[C:20](=[CH:21][CH:22]=[CH:23][CH:24]=3)[CH:19]=[CH:18][CH:17]=1)=[CH:12][CH:11]=[CH:10][CH:9]=2)=[O:5])[CH3:2].[H-].[Na+].Br[CH2:29][CH2:30][O:31][CH3:32]>CN(C)C=O>[CH2:1]([O:3][C:4]([C:6]1[N:7]([CH2:29][CH2:30][O:31][CH3:32])[C:8]2[C:13]([C:14]=1[CH2:15][C:16]1[C:25]3[C:20](=[CH:21][CH:22]=[CH:23][CH:24]=3)[CH:19]=[CH:18][CH:17]=1)=[CH:12][CH:11]=[CH:10][CH:9]=2)=[O:5])[CH3:2] |f:1.2|. Procedure details: To a solution of 3-naphthalen-1-ylmethyl-1H-indole-2-carboxylic acid ethyl ester (170 mg, from Exp. 64.2.) in dimethylformamide (1.0 ml) was added NaH (1.3 eq.), the mixture was stirred at 22° C. for 30 min. 1-Bromo-2-methoxy-ethane (99 mg) was added, the mixture was stirred for 17 h and partitioned between aqueous NH4Cl and AcOEt. The organic layer was dried, evaporated and the residue was chromatographed on silica (n-heptane/AcOEt, 20:1) to give 1-(2-methoxy-ethyl)-3-naphthalen-1-ylmethyl-1H-i... The reactants are N1CCNCCNCC1 (1,4,7-triazacyclononane), N1C(=CC=C1)C=O (pyrrole-2-carboxaldehyde). Product: N1C(=CC=C1)CN1CCN(CCN(CC1)CC=1NC=CC1)CC=1NC=CC1 (1,4,7-tris(pyrrole-2ylmethyl)-1,4,7-triazacyclononane). As a reaction SMILES: [NH:1]1[CH2:9][CH2:8][NH:7][CH2:6][CH2:5][NH:4][CH2:3][CH2:2]1.[NH:10]1[CH:14]=[CH:13][CH:12]=[C:11]1[CH:15]=O>>[NH:10]1[CH:14]=[CH:13][CH:12]=[C:11]1[CH2:15][N:1]1[CH2:9][CH2:8][N:7]([CH2:15][C:11]2[NH:10][CH:14]=[CH:13][CH:12]=2)[CH2:6][CH2:5][N:4]([CH2:15][C:11]2[NH:10][CH:14]=[CH:13][CH:12]=2)[CH2:3][CH2:2]1. Procedure: 1,4,7-tris(pyrrole-2ylmethyl)-1,4,7-triazacyclononane was prepared according to procedure B using TACN and pyrrole-2-carboxaldehyde as starting material. Starting materials: Nc1cc2cccnc2c(-c2cccc([N+](=O)[O-])c2)n1, [Na+], O=[N+]([O-])[O-], O, O=S(=O)(O)O. Product: O=[N+]([O-])c1cccc(-c2nc(O)cc3cccnc23)c1. Reaction SMILES: [NH2:1][c:2]1[cH:3][c:4]2[cH:5][cH:6][cH:7][n:8][c:9]2[c:10](-[c:12]2[cH:13][c:14]([N+:18](=[O:19])[O-:20])[cH:15][cH:16][cH:17]2)[n:11]1.[Na+:21].[O-:22][N+:23](=[O:24])[O-:25].[OH2:31].[S:26](=[O:27])(=[O:28])([OH:29])[OH:30]>>[c:2]1([OH:22])[cH:3][c:4]2[cH:5][cH:6][cH:7][n:8][c:9]2[c:10](-[c:12]2[cH:13][c:14]([N+:18](=[O:19])[O-:20])[cH:15][cH:16][cH:17]2)[n:11]1. Starting materials: O1C(=CC=C1)C=1OC(=C(N1)COC1=CC=C(CN2N=C(C(=C2)CCC(=O)OC)C2=CC=CC=C2)C=C1)C (methyl 3-[1-[4-[2-(2-furyl)-5-methyl-4-oxazolylmethoxy]benzyl]-3-phenyl-1H-pyrazol-4-yl]propionate), O.[OH-].[Li+] (lithium hydroxide monohydrate), O1CCCC1 (tetrahydrofuran), Cl (hydrochloric acid). The solvent is CO (methanol), O (water). Conditions: time 2 hour. Product: O1C(=CC=C1)C=1OC(=C(N1)COC1=CC=C(CN2N=C(C(=C2)CCC(=O)O)C2=CC=CC=C2)C=C1)C (3-[1-[4-[2-(2-furyl)-5-methyl-4-oxazolylmethoxy]benzyl]-3-phenyl-1H-pyrazol-4-yl]propionic acid). Isolated yield 98.3%. As a reaction SMILES: [O:1]1[CH:5]=[CH:4][CH:3]=[C:2]1[C:6]1[O:7][C:8]([CH3:37])=[C:9]([CH2:11][O:12][C:13]2[CH:36]=[CH:35][C:16]([CH2:17][N:18]3[CH:22]=[C:21]([CH2:23][CH2:24][C:25]([O:27]C)=[O:26])[C:20]([C:29]4[CH:34]=[CH:33][CH:32]=[CH:31][CH:30]=4)=[N:19]3)=[CH:15][CH:14]=2)[N:10]=1.O.[OH-].[Li+].O1CCCC1.Cl>CO.O>[O:1]1[CH:5]=[CH:4][CH:3]=[C:2]1[C:6]1[O:7][C:8]([CH3:37])=[C:9]([CH2:11][O:12][C:13]2[CH:36]=[CH:35][C:16]([CH2:17][N:18]3[CH:22]=[C:21]([CH2:23][CH2:24][C:25]([OH:27])=[O:26])[C:20]([C:29]4[CH:30]=[CH:31][CH:32]=[CH:33][CH:34]=4)=[N:19]3)=[CH:15][CH:14]=2)[N:10]=1 |f:1.2.3|. Reported procedure: A mixture of methyl 3-[1-[4-[2-(2-furyl)-5-methyl-4-oxazolylmethoxy]benzyl]-3-phenyl-1H-pyrazol-4-yl]propionate (610 mg), lithium hydroxide monohydrate (154 mg), tetrahydrofuran (6 ml), water (4 ml) and methanol (4 ml) was stirred at room temperature for 2 hours, and 1N hydrochloric acid (3.7 ml) was added to the mixture, which was extracted with ethyl acetate. The ethyl acetate layer was washed with saturated aqueous sodium chloride solution, dried (MgSO4), then concentrated. Colorless crystals... The reactants are aldehyde, CNC1=CC=CC2=CC=CC(=C12)NC (N,N'-dimethyl-1,8-diaminonaphthalene), C1(=CC=C(C=C1)S(=O)(=O)O)C (para-toluenesulfonic acid). Run in O1CCCC1 (tetrahydrofuran), CCOCC (ether). Yields the product N1CNC2=CC=CC3=CC=CC1=C23 (2,3-dihydroperimidine). Isolated yield 170.7%. RXN SMILES: C[NH:2][C:3]1[C:12]2[C:7](=[CH:8][CH:9]=[CH:10][C:11]=2[NH:13][CH3:14])[CH:6]=[CH:5][CH:4]=1.C1(C)C=CC(S(O)(=O)=O)=CC=1>O1CCCC1.CCOCC>[NH:2]1[C:3]2=[C:12]3[C:7](=[CH:6][CH:5]=[CH:4]2)[CH:8]=[CH:9][CH:10]=[C:11]3[NH:13][CH2:14]1. Procedure details: The above aldehyde (1.47 g, 4 mmol) was treated with N,N'-dimethyl-1,8-diaminonaphthalene (4.2 mmol), and para-toluenesulfonic acid (5 mg) in tetrahydrofuran (15 mL) for 20 min at room temperature. The solution was diluted with ether, washed with dilute sodium carbonate, and concentrated. The residue was recrystallized from hexane-ethyl acetate to give the 2,3-dihydroperimidine 7 (1.22 g, 59%): mp 89-90° C.; NMR 7.5-6.75(m, 12H), 6.34(d, 2H), 4.24(t, 1H), 3.9(2t, 4H), 3.02(s, 6H), 1.8-1.2(m, 16H... Starting materials: BrC1=CC=C(CCN(C(=O)NC2=CC(=C(C=C2)S(=O)(=O)CC)C#N)C)C=C1 (1-(4-bromophenethyl)-3-(3-cyano-4-(ethylsulfonyl)phenyl)-1-methylurea), C(N)(=O)C=1C=C(C=CC1)NC(C(=O)O)C1=CC=C(C=C1)CCNC (2-(3-carbamoylphenylamino)-2-(4-(2-(methylamino)ethyl)phenyl)acetic acid), C(C1=CC=CC=C1)OC(=O)NCC=1C=C(C=CC1S(=O)(=O)CC)N(C(O)=O)C1=CC=CC=C1 (3-((benzyloxycarbonylamino)methyl)-4-(ethylsulfonyl)phenyl phenyl carbamic acid). Product: C(C1=CC=CC=C1)OC(=O)NCC=1C=C(C=CC1S(=O)(=O)CC)NC(N(C)CCC1=CC=C(C=C1)C(C(=O)O)NC1=CC(=CC=C1)C(N)=O)=O (2-(4-(2-(3-(3-((benzyloxycarbonylamino)methyl)-4-(ethylsulfonyl)phenyl)-1-methylureido)ethyl)phenyl)-2-(3-carbamoylphenylamino)acetic acid). Yield: 49.0%. Reaction SMILES: Br[C:2]1[CH:27]=[CH:26][C:5]([CH2:6][CH2:7][N:8]([CH3:25])[C:9]([NH:11][C:12]2[CH:17]=[CH:16][C:15]([S:18]([CH2:21][CH3:22])(=[O:20])=[O:19])=[C:14]([C:23]#[N:24])[CH:13]=2)=[O:10])=[CH:4][CH:3]=1.[C:28]([C:31]1[CH:32]=[C:33]([NH:37][CH:38](C2C=CC(CCNC)=CC=2)[C:39]([OH:41])=[O:40])[CH:34]=[CH:35][CH:36]=1)(=[O:30])[NH2:29].[CH2:52]([O:59][C:60](NCC1C=C(N(C2C=CC=CC=2)C(=O)O)C=CC=1S(CC)(=O)=O)=[O:61])[C:53]1[CH:58]=[CH:57][CH:56]=[CH:55][CH:54]=1>>[CH2:52]([O:59][C:60]([NH:24][CH2:23][C:14]1[CH:13]=[C:12]([NH:11][C:9](=[O:10])[N:8]([CH2:7][CH2:6][C:5]2[CH:26]=[CH:27][C:2]([CH:38]([NH:37][C:33]3[CH:34]=[CH:35][CH:36]=[C:31]([C:28](=[O:30])[NH2:29])[CH:32]=3)[C:39]([OH:41])=[O:40])=[CH:3][CH:4]=2)[CH3:25])[CH:17]=[CH:16][C:15]=1[S:18]([CH2:21][CH3:22])(=[O:20])=[O:19])=[O:61])[C:53]1[CH:58]=[CH:57][CH:56]=[CH:55][CH:54]=1. Procedure: Using a procedure analogous to that used to synthesize 25B, 28F (227 mg, 0.69 mmol) was reacted with 28B to yield 28G (230 mg, 49%) as a yellow solid. MS (ESI) m/z 702.44 (M+H)+. The reactants are Cl.CNC (dimethyl amine hydrochloride), C(C)(C)NC(C)C (diisopropyl amine), ON1N=NC2=C1N=CC=C2 (1-hydroxy-7-azabenzotriazole), Cl.CN(CCCN=C=NCC)C (1-(3-dimethylaminopropyl)-3-ethylcarbodiimide, hydrochloride), [N+](=O)([O-])C=1C=C(C=CC1)N1C=NC(=C1)C(=O)O (1-(3-Nitro-phenyl)-1H-imidazole-4-carboxylic acid). The solvent is CN(C)C=O (DMF). Run at time 16 hour. The product is CN(C(=O)C=1N=CN(C1)C1=CC(=CC=C1)[N+](=O)[O-])C (1-(3-Nitro-phenyl)-1H-imidazole-4-carboxylic acid dimethylamide). The yield is 28.8%. Reaction SMILES: [N+:1]([C:4]1[CH:5]=[C:6]([N:10]2[CH:14]=[C:13]([C:15]([OH:17])=O)[N:12]=[CH:11]2)[CH:7]=[CH:8][CH:9]=1)([O-:3])=[O:2].Cl.[CH3:19][NH:20][CH3:21].C(NC(C)C)(C)C.ON1C2N=CC=CC=2N=N1.Cl.CN(C)CCCN=C=NCC>CN(C=O)C>[CH3:19][N:20]([CH3:21])[C:15]([C:13]1[N:12]=[CH:11][N:10]([C:6]2[CH:7]=[CH:8][CH:9]=[C:4]([N+:1]([O-:3])=[O:2])[CH:5]=2)[CH:14]=1)=[O:17] |f:1.2,5.6|. Procedure: 1-(3-Nitro-phenyl)-1H-imidazole-4-carboxylic acid 2 (0.1 g, 0.4 mmol) was dissolved in DMF (5 mL) and dimethyl amine hydrochloride (33 mg, 0.4 mmol), diisopropyl amine (366 uL, 2.1 mmol), 1-hydroxy-7-azabenzotriazole (HOAt, 68 mg; 0.5 mmol) and 1-(3-dimethylaminopropyl)-3-ethylcarbodiimide, hydrochloride (EDC HCl, 96 mg, 0.5 mmol) were added. The mixture was stirred at room temperature for 16 h. The solvent was evaporated and the residue was extracted with hot ethyl acetate. The solvent was evap... Starting materials: NC=1C(=NC(=C(N1)C1=CC=C(C=C1)C)C1=CC=C(C=C1)C)C#CCCCCC(=O)O (7-(3-amino-5,6-di-p-tolylpyrazin-2-yl)hept-6-ynoic acid), C(CC#C)O (but-3-yn-1-ol). Product: NC=1C(=NC(=C(N1)C1=CC=C(C=C1)C)C1=CC=C(C=C1)C)C#CCCO (4-(3-Amino-5,6-di-p-tolylpyrazin-2-yl)but-3-yn-1-ol). As a reaction SMILES: [NH2:1][C:2]1[C:3](C#CCCCCC(O)=O)=[N:4][C:5]([C:15]2[CH:20]=[CH:19][C:18]([CH3:21])=[CH:17][CH:16]=2)=[C:6]([C:8]2[CH:13]=[CH:12][C:11]([CH3:14])=[CH:10][CH:9]=2)[N:7]=1.[CH2:31]([OH:35])[CH2:32][C:33]#[CH:34]>>[NH2:1][C:2]1[C:3]([C:34]#[C:33][CH2:32][CH2:31][OH:35])=[N:4][C:5]([C:15]2[CH:20]=[CH:19][C:18]([CH3:21])=[CH:17][CH:16]=2)=[C:6]([C:8]2[CH:13]=[CH:12][C:11]([CH3:14])=[CH:10][CH:9]=2)[N:7]=1. Reported procedure: The title compound was prepared analogously to 7-(3-amino-5,6-di-p-tolylpyrazin-2-yl)hept-6-ynoic acid (Ex 7 step 1) by replacing hept-6-ynoic acid with but-3-yn-1-ol; The reactants are CCCC(=O)C1=C(O)CC(c2ccc(OC)c(NC(C)=O)c2)CC1=O, O=C([O-])O, C=CCON, CO, Cl, [Na+]. Yields the product C=CCON=C(CCC)C1=C(O)CC(c2ccc(OC)c(NC(C)=O)c2)CC1=O. Reaction SMILES: [C:1]([CH3:2])(=[O:3])[NH:4][c:5]1[cH:6][c:7]([CH:13]2[CH2:14][C:15]([OH:25])=[C:16]([C:20]([CH2:21][CH2:22][CH3:23])=[O:24])[C:17](=[O:19])[CH2:18]2)[cH:8][cH:9][c:10]1[O:11][CH3:12].[C:32](=[O:33])([OH:34])[O-:35].[CH2:27]([CH:28]=[CH2:29])[O:30][NH2:31].[CH3:37][OH:38].[ClH:26].[Na+:36]>>[C:1]([CH3:2])(=[O:3])[NH:4][c:5]1[cH:6][c:7]([CH:13]2[CH2:14][C:15]([OH:25])=[C:16]([C:20]([CH2:21][CH2:22][CH3:23])=[N:31][O:30][CH2:27][CH:28]=[CH2:29])[C:17](=[O:19])[CH2:18]2)[cH:8][cH:9][c:10]1[O:11][CH3:12].